Dataset: the Open Reaction Database (ORD), a public repository of structured organic reaction records. Task: describe an organic reaction: reactants, conditions, products, and yield Reactants: C[Mg]Br (methyl magnesium bromide), O(C1=CC=CC=C1)C1=CC=CC(=N1)CO ((6-phenoxy-2-pyridyl) methanol), trioxide-pyridine, aldehyde. Run in C1CCOC1 (THF). Product: CC1(NC(=CC=C1)OC1=CC=CC=C1)CO (2-methyl(6-phenoxy-2-pyridyl) methanol), alcohol. As a reaction SMILES: [O:1]([C:8]1[N:13]=[C:12]([CH2:14][OH:15])[CH:11]=[CH:10][CH:9]=1)[C:2]1[CH:7]=[CH:6][CH:5]=[CH:4][CH:3]=1.[CH3:16][Mg]Br>C1COCC1>[CH3:16][C:12]1([CH2:14][OH:15])[CH:11]=[CH:10][CH:9]=[C:8]([O:1][C:2]2[CH:3]=[CH:4][CH:5]=[CH:6][CH:7]=2)[NH:13]1. Procedure: The alcohol, 2-methyl(6-phenoxy-2-pyridyl) methanol is prepared by oxidation of (6-phenoxy-2-pyridyl) methanol using chromuim trioxide-pyridine to the aldehyde, 6-phenoxypyridyl-2-carboxaldehyde, which by grignard reaction using methyl magnesium bromide in THF provides the desired alcohol.